From a dataset of the Open Reaction Database (ORD), a public repository of structured organic reaction records. describe an organic reaction: reactants, conditions, products, and yield The reactants are C1(=CC=CC=C1)OC(NC=1C(=NC(=C(C1)CC)C)OC)=O (Phenyl-N-(5-ethyl-2-methoxy-6-methylpyridin-3-yl)carbamate), ClC1=C(C(=CC(=C1)Cl)Cl)N1CCNCC1 (1-(2,4,6-trichlorophenyl)piperazine). The product is C(C)C=1C=C(C(=NC1C)OC)NC(=O)N1CCN(CC1)C1=C(C=C(C=C1Cl)Cl)Cl (1-[(5-ethyl-2-methoxy-6-methylpyridin-3-yl)aminocarbonyl]-4-(2,4,6-trichlorophenyl)piperazine). The yield is 54.0%. As a reaction SMILES: C1(O[C:8](=[O:21])[NH:9][C:10]2[C:11]([O:19][CH3:20])=[N:12][C:13]([CH3:18])=[C:14]([CH2:16][CH3:17])[CH:15]=2)C=CC=CC=1.[Cl:22][C:23]1[CH:28]=[C:27]([Cl:29])[CH:26]=[C:25]([Cl:30])[C:24]=1[N:31]1[CH2:36][CH2:35][NH:34][CH2:33][CH2:32]1>>[CH2:16]([C:14]1[CH:15]=[C:10]([NH:9][C:8]([N:34]2[CH2:33][CH2:32][N:31]([C:24]3[C:23]([Cl:22])=[CH:28][C:27]([Cl:29])=[CH:26][C:25]=3[Cl:30])[CH2:36][CH2:35]2)=[O:21])[C:11]([O:19][CH3:20])=[N:12][C:13]=1[CH3:18])[CH3:17]. Procedure details: Phenyl-N-(5-ethyl-2-methoxy-6-methylpyridin-3-yl)carbamate and 1-(2,4,6-trichlorophenyl)piperazine were reacted by the same way with the example 1 to obtain the titled compound. The reactants are COC(CC=1C=C(C(=CC1)OC)C1=C(C=C(C=C1)C(F)(F)F)CNCC(F)(F)F)=O ({6-methoxy-2′-[(2,2,2-trifluoro-ethylamino)-methyl]-4′-trifluoromethyl-biphenyl-3-yl}-acetic acid methyl ester), C(C)(=O)Cl (acetyl chloride). The product is C(C)(=O)N(CC(F)(F)F)CC1=C(C=CC(=C1)C(F)(F)F)C1=CC(=CC=C1OC)CC(=O)O ((2′-{[Acetyl-(2,2,2-trifluoro-ethyl)-amino]-methyl}-6-methoxy-4′-trifluoromethyl-biphenyl-3-yl)-acetic acid). As a reaction SMILES: C[O:2][C:3](=[O:30])[CH2:4][C:5]1[CH:6]=[C:7]([C:13]2[CH:18]=[CH:17][C:16]([C:19]([F:22])([F:21])[F:20])=[CH:15][C:14]=2[CH2:23][NH:24][CH2:25][C:26]([F:29])([F:28])[F:27])[C:8]([O:11][CH3:12])=[CH:9][CH:10]=1.[C:31](Cl)(=[O:33])[CH3:32]>>[C:31]([N:24]([CH2:23][C:14]1[CH:15]=[C:16]([C:19]([F:20])([F:21])[F:22])[CH:17]=[CH:18][C:13]=1[C:7]1[C:8]([O:11][CH3:12])=[CH:9][CH:10]=[C:5]([CH2:4][C:3]([OH:2])=[O:30])[CH:6]=1)[CH2:25][C:26]([F:29])([F:27])[F:28])(=[O:33])[CH3:32]. Reported procedure: Prepared according to the procedure described in Example 1, Step 6 and Step 7, using the following starting materials: {6-methoxy-2′-[(2,2,2-trifluoro-ethylamino)-methyl]-4′-trifluoromethyl-biphenyl-3-yl}-acetic acid methyl ester and acetyl chloride. The reactants are NC(C(C)C)C(=O)O (DL-valine), C(C1=CC=CC=C1)(=O)N[C@@H](C)C(=O)O (N-benzoyl-L-alanine). Solvent: O (water). Run at temperature 95 celsius. The product is C(C1=CC=CC=C1)(=O)N[C@@H](C)C(=O)O.N[C@@H](C(C)C)C(=O)O (L-valine N-benzoyl-L-alanine). Isolated yield 86.4%. As a reaction SMILES: [NH2:1][CH:2]([C:6]([OH:8])=[O:7])[CH:3]([CH3:5])[CH3:4].[C:9]([NH:17][C@H:18]([C:20]([OH:22])=[O:21])[CH3:19])(=[O:16])[C:10]1[CH:15]=[CH:14][CH:13]=[CH:12][CH:11]=1>O>[C:9]([NH:17][C@H:18]([C:20]([OH:22])=[O:21])[CH3:19])(=[O:16])[C:10]1[CH:15]=[CH:14][CH:13]=[CH:12][CH:11]=1.[NH2:1][C@H:2]([C:6]([OH:8])=[O:7])[CH:3]([CH3:5])[CH3:4] |f:3.4|. Reported procedure: Twenty four grams of DL-valine and 19.3 g of N-benzoyl-L-alanine were suspended in 200 mL of deionized water. The suspension was heated to 95° C. to form a clear solution, which was cooled slowly. When the solution was cooled to room temperature after 2 hours, the precipitated crystals were separated by filtration, washed with 50 mL of deionized water, and dried to obtain 26.8 g of crystalline L-valine N-benzoyl-L-alanine complex (L-valine to N-benzoyl-L-alanine molar ratio of 1:1).